Dataset: the Open Reaction Database (ORD), a public repository of structured organic reaction records. Task: describe an organic reaction: reactants, conditions, products, and yield Reactants: aqueous solution, [OH-].[Na+] (sodium hydroxide), C(OCC)(OC1=CC=C(C=C1)S(=O)(=O)N1[C@H](C(NC2=CC=C(C=C12)F)=O)CC)=O (ethyl 4-{[(2S)-2-ethyl-7-fluoro-3-oxo-3,4-dihydroquinoxalin-1(2H)-yl]sulfonyl}phenyl carbonate), C([O-])([O-])=O.[Cs+].[Cs+] (cesium carbonate), ICCC (1-iodopropane), aqueous solution, Cl (hydrochloric acid). Solvent: CC(=O)C (acetone). Conditions: temperature 62 celsius, time 2 hour. The product is C(C)[C@H]1C(N(C2=CC=C(C=C2N1S(=O)(=O)C1=CC=C(C=C1)O)F)CCC)=O ((3S)-3-ethyl-6-fluoro-4-[(4-hydroxyphenyl)sulfonyl]-1-propyl-3,4-dihydroquinoxalin-2(1H)-one). Isolated yield 30.7%. RXN SMILES: C(=O)([O:5][C:6]1[CH:11]=[CH:10][C:9]([S:12]([N:15]2[C:24]3[C:19](=[CH:20][CH:21]=[C:22]([F:25])[CH:23]=3)[NH:18][C:17](=[O:26])[C@@H:16]2[CH2:27][CH3:28])(=[O:14])=[O:13])=[CH:8][CH:7]=1)OCC.C(=O)([O-])[O-].[Cs+].[Cs+].I[CH2:37][CH2:38][CH3:39].[OH-].[Na+].Cl>CC(C)=O>[CH2:27]([C@@H:16]1[N:15]([S:12]([C:9]2[CH:10]=[CH:11][C:6]([OH:5])=[CH:7][CH:8]=2)(=[O:14])=[O:13])[C:24]2[C:19](=[CH:20][CH:21]=[C:22]([F:25])[CH:23]=2)[N:18]([CH2:37][CH2:38][CH3:39])[C:17]1=[O:26])[CH3:28] |f:1.2.3,5.6|. Reported procedure: To a solution of ethyl 4-{[(2S)-2-ethyl-7-fluoro-3-oxo-3,4-dihydroquinoxalin-1(2H)-yl]sulfonyl}phenyl carbonate (0.35 g, 0.83 mmol) in acetone (5 mL) was added cesium carbonate (0.3 g, 0.91 mmol), and 1-iodopropane (0.32 ml, 3.32 mmol). The mixture was heated at 62° C. for 2.5 hours, cooled to 25° C., and treated with a 2N aqueous solution of sodium hydroxide (3 mL). The reaction was then stirred at 25° C. for 2 hours, and was acidified to pH<2 with the addition of a 2N aqueous solution of hydro...